Dataset: the Open Reaction Database (ORD), a public repository of structured organic reaction records. Task: describe an organic reaction: reactants, conditions, products, and yield The reactants are CCO, C(=Cc1ncc(-c2cnc(-c3ccccc3)nc2)[nH]1)c1cccnc1. The product is c1ccc(-c2ncc(-c3cnc(CCc4cccnc4)[nH]3)cn2)cc1. As a reaction SMILES: [CH3:26][CH2:27][OH:28].[c:1]1(-[c:7]2[n:8][cH:9][c:10](-[c:13]3[cH:14][n:15][c:16]([CH:18]=[CH:19][c:20]4[cH:21][n:22][cH:23][cH:24][cH:25]4)[nH:17]3)[cH:11][n:12]2)[cH:2][cH:3][cH:4][cH:5][cH:6]1>>[c:1]1(-[c:7]2[n:8][cH:9][c:10](-[c:13]3[cH:14][n:15][c:16]([CH2:18][CH2:19][c:20]4[cH:21][n:22][cH:23][cH:24][cH:25]4)[nH:17]3)[cH:11][n:12]2)[cH:2][cH:3][cH:4][cH:5][cH:6]1.